describe an organic reaction: reactants, conditions, products, and yield From a dataset of the Open Reaction Database (ORD), a public repository of structured organic reaction records. Reactants: C(C)OCC (diethyl ether), NN1C=NN=C1 (4-amino-1,2,4-triazole), C(C)#N (acetonitrile), C(C=C)Br (Allyl bromide). The solvent is C(C)O (ethyl alcohol). Run at time 24 hour. Yields the product [Br-].C(C=C)[N+]=1N=CN(C1)N (1-allyl-4-amino-1,2,4-triazolium bromide). RXN SMILES: [NH2:1][N:2]1[CH:6]=[N:5][N:4]=[CH:3]1.C(#N)C.[CH2:10]([Br:13])[CH:11]=[CH2:12].C(OCC)C>C(O)C>[Br-:13].[CH2:12]([N+:5]1[N:4]=[CH:3][N:2]([NH2:1])[CH:6]=1)[CH:11]=[CH2:10] |f:5.6|. Procedure: 4-amino-1,2,4-triazole, 10.000 g, 118 mmoles, was dissolved into 200 ml of fresh acetonitrile and stirred vigorously. Allyl bromide, 43.10 g, 356 mmoles, was added slowly to the solution at room temperature. The reaction mixture was protected from light and allowed to stir for five days at ambient temperature, whereupon it was filtered, and transferred to a large round bottomed flask. The solvent and excess allyl bromide were rotary evaporated away leaving a viscous yellow oil. The oil was disso... The reactants are N(=[N+]=[N-])C1C(CCCC1)O (2-azidocyclohexylalcohol), [H-].[Na+] (sodium hydride), C(C1=CC=CC=C1)Br (benzyl bromide). The solvent is C1CCOC1 (THF). Run at time 10 minute. The product is C(C1=CC=CC=C1)O[C@H]1[C@@H](CCCC1)N=[N+]=[N-] (trans-2-benzyloxycyclohexylazide). Yield: 85.3%. Reaction SMILES: [N:1]([CH:4]1[CH2:9][CH2:8][CH2:7][CH2:6][CH:5]1[OH:10])=[N+:2]=[N-:3].[H-].[Na+].[CH2:13](Br)[C:14]1[CH:19]=[CH:18][CH:17]=[CH:16][CH:15]=1>C1COCC1>[CH2:13]([O:10][C@@H:5]1[CH2:6][CH2:7][CH2:8][CH2:9][C@H:4]1[N:1]=[N+:2]=[N-:3])[C:14]1[CH:19]=[CH:18][CH:17]=[CH:16][CH:15]=1 |f:1.2|. Procedure: To a solution of 2-azidocyclohexylalcohol (1 g, 7.1 mmol) in THF (10 mL), sodium hydride (284 mg, 7.1 mmol) was added. After 10 minutes, benzyl bromide (0.84 mL, 7.1 mmol) was added. The reaction mixture was partitioned between ethyl acetate and NaHCO3 (aq.). The organic layer was dried over MgSO4, filtered and concentrated under reduced pressure and chromatography of the resulting liquid on silica gel (hexane: ethyl acetate; 10:1) gave product (1.4 g, 85%). EI-MS m/z 232 (M+H)+. The reactants are CC(=O)[O-], CC(=O)[O-], CCCC[Sn+2]CCCC, CN=C=O, CCCN(CCC)c1nsc(N)c1C#N, C1CCOC1, O. The product is CCCN(CCC)c1nsc(NC(=O)NC)c1C#N. RXN SMILES: [C:20]([O-:21])(=[O:22])[CH3:23].[C:24]([O-:25])(=[O:26])[CH3:27].[CH2:28]([Sn+2:29][CH2:30][CH2:31][CH2:32][CH3:33])[CH2:34][CH2:35][CH3:36].[CH3:16][N:17]=[C:18]=[O:19].[NH2:1][c:2]1[c:3]([C:14]#[N:15])[c:4]([N:7]([CH2:8][CH2:9][CH3:10])[CH2:11][CH2:12][CH3:13])[n:5][s:6]1.[O:38]1[CH2:39][CH2:40][CH2:41][CH2:42]1.[OH2:37]>>[NH:1]([c:2]1[c:3]([C:14]#[N:15])[c:4]([N:7]([CH2:8][CH2:9][CH3:10])[CH2:11][CH2:12][CH3:13])[n:5][s:6]1)[C:18]([NH:17][CH3:16])=[O:19]. Reactants: CC(C)(C)OC(=O)NCC(CNC(=O)OC(C)(C)C)C(=O)O, ClCCl, CCN=C=NCCCN(C)C, Cn1ncc(N)c1NC(c1ccccc1)(c1ccccc1)c1ccccc1, Cl, O, Oc1cccc2[nH]nnc12. The product is Cn1ncc(NC(=O)C(CNC(=O)OC(C)(C)C)CNC(=O)OC(C)(C)C)c1NC(c1ccccc1)(c1ccccc1)c1ccccc1. Reaction SMILES: [C:1]([CH3:2])([CH3:3])([CH3:4])[O:5][C:6](=[O:7])[NH:8][CH2:9][CH:10]([C:11](=[O:12])[OH:13])[CH2:14][NH:15][C:16](=[O:17])[O:18][C:19]([CH3:20])([CH3:21])[CH3:22].[CH2:72]([Cl:73])[Cl:74].[CH3:34][N:35]([CH3:36])[CH2:37][CH2:38][CH2:39][N:40]=[C:41]=[N:42][CH2:43][CH3:44].[CH3:45][n:46]1[n:47][cH:48][c:49]([NH2:71])[c:50]1[NH:51][C:52]([c:53]1[cH:54][cH:55][cH:56][cH:57][cH:58]1)([c:59]1[cH:60][cH:61][cH:62][cH:63][cH:64]1)[c:65]1[cH:66][cH:67][cH:68][cH:69][cH:70]1.[ClH:33].[OH2:75].[OH:23][c:24]1[c:25]2[n:26][n:27][nH:28][c:29]2[cH:30][cH:31][cH:32]1>>[C:1]([CH3:2])([CH3:3])([CH3:4])[O:5][C:6](=[O:7])[NH:8][CH2:9][CH:10]([C:11](=[O:13])[NH:71][c:49]1[cH:48][n:47][n:46]([CH3:45])[c:50]1[NH:51][C:52]([c:53]1[cH:54][cH:55][cH:56][cH:57][cH:58]1)([c:59]1[cH:60][cH:61][cH:62][cH:63][cH:64]1)[c:65]1[cH:66][cH:67][cH:68][cH:69][cH:70]1)[CH2:14][NH:15][C:16](=[O:17])[O:18][C:19]([CH3:20])([CH3:21])[CH3:22]. Starting materials: B, Cc1ccccc1, O=[PH](C1CCCCC1)C1CCCCC1, C1CCOC1. Product: B, C1CCC(PC2CCCCC2)CC1. As a reaction SMILES: [BH3:20].[CH3:21][c:22]1[cH:23][cH:24][cH:25][cH:26][cH:27]1.[CH:1]1([PH:7]([CH:8]2[CH2:9][CH2:10][CH2:11][CH2:12][CH2:13]2)=[O:14])[CH2:2][CH2:3][CH2:4][CH2:5][CH2:6]1.[O:15]1[CH2:16][CH2:17][CH2:18][CH2:19]1>>[BH3:20].[CH:1]1([PH:7][CH:8]2[CH2:9][CH2:10][CH2:11][CH2:12][CH2:13]2)[CH2:2][CH2:3][CH2:4][CH2:5][CH2:6]1. Starting materials: Cl.O1CCOCC1 (hydrochloric acid dioxane), C(C1=CC=CC=C1)OC(=O)[C@@H](CC(=O)OC(C)(C)C)CCCCC (tert-butyl 3-(R)-benzyloxycarbonyloctanoate). The solvent is O (water). Reaction conditions: time 8 hour. Product: C(C1=CC=CC=C1)OC(=O)[C@@H](CC(=O)O)CCCCC (3-(R)-Benzyloxycarbonyloctanoic acid). Isolated yield 102.4%. RXN SMILES: Cl.O1CCOCC1.[CH2:8]([O:15][C:16]([C@H:18]([CH2:27][CH2:28][CH2:29][CH2:30][CH3:31])[CH2:19][C:20]([O:22]C(C)(C)C)=[O:21])=[O:17])[C:9]1[CH:14]=[CH:13][CH:12]=[CH:11][CH:10]=1>O>[CH2:8]([O:15][C:16]([C@H:18]([CH2:27][CH2:28][CH2:29][CH2:30][CH3:31])[CH2:19][C:20]([OH:22])=[O:21])=[O:17])[C:9]1[CH:14]=[CH:13][CH:12]=[CH:11][CH:10]=1 |f:0.1|. Procedure details: A 4M hydrochloric acid-dioxane solution (15 ml) was added to tert-butyl 3-(R)-benzyloxycarbonyloctanoate (983 mg), prepared in Referential Example 6, and the resulting mixture was stirred overnight. The reaction mixture was poured into water and extracted with ethyl acetate. The organic extract was dried over anhydrous sodium sulfate and the solvent was distilled off under reduced pressure. The residue was purified by column chromatography through silica gel, using a 30:1 mixture of chloroform a... The reactants are SC=1C=C2CC(NC2=CC1)=O (5-mercaptooxindole), CC1=C2CC(NC2=CC=C1)=O (4-methyloxindole), ClS(=O)(=O)O (chlorosulfonic acid). Yields the product ClS(=O)(=O)C=1C(=C2CC(NC2=CC1)=O)C (5-chlorosulfonyl-4-methyloxindole). As a reaction SMILES: SC1C=C2C(=CC=1)NC(=O)C2.[CH3:12][C:13]1[CH:21]=[CH:20][CH:19]=[C:18]2[C:14]=1[CH2:15][C:16](=[O:22])[NH:17]2.[Cl:23][S:24](O)(=[O:26])=[O:25]>>[Cl:23][S:24]([C:21]1[C:13]([CH3:12])=[C:14]2[C:18](=[CH:19][CH:20]=1)[NH:17][C:16](=[O:22])[CH2:15]2)(=[O:26])=[O:25]. Reported procedure: Under reaction conditions analogous to preparation of 5-mercaptooxindole, chlorosulfonylation of 4-methyloxindole 3.15 g (21.40 mmol) with neat chlorosulfonic acid 25 mL provided 4.55 g of 5-chlorosulfonyl-4-methyloxindole (86.5% Y, 95% isomeric purity by 1H-NMR, in d6-acetone) which was reduced with triphenyl phosphine 17.0 g (65 mmol) in anhydrous dichloromethane, to provide a crude thiol 2.573 g (75% Y) which was then methylated with excess of methyl iodide (1.50 mL; 24 mmol) to provide a cru...